Task: describe an organic reaction: reactants, conditions, products, and yield. Dataset: the Open Reaction Database (ORD), a public repository of structured organic reaction records Starting materials: [C-]#N.[Na+] (sodium cyanide), C(C1=CC=CC=C1)N1CC(OCC1)COS(=O)(=O)C1=CC=C(C=C1)C (4-benzyl-2-(toluene-p-sulphonyloxymethyl)morpholine). Run in CS(=O)C (dimethyl sulphoxide), O (water). Yields the product C(C1=CC=CC=C1)N1CC(OCC1)CC#N (4-benzyl-2-cyanomethylmorpholine). As a reaction SMILES: [C-:1]#[N:2].[Na+].[CH2:4]([N:11]1[CH2:16][CH2:15][O:14][CH:13]([CH2:17]OS(C2C=CC(C)=CC=2)(=O)=O)[CH2:12]1)[C:5]1[CH:10]=[CH:9][CH:8]=[CH:7][CH:6]=1>CS(C)=O.O>[CH2:4]([N:11]1[CH2:16][CH2:15][O:14][CH:13]([CH2:17][C:1]#[N:2])[CH2:12]1)[C:5]1[CH:6]=[CH:7][CH:8]=[CH:9][CH:10]=1 |f:0.1|. Procedure: The mixture of finely ground sodium cyanide (39.6 g.) and 4-benzyl-2-(toluene-p-sulphonyloxymethyl)morpholine (144.4 g.) in dimethyl sulphoxide (600 ml.) is stirred and heated at 60°-65° C. for 3.5 hours. The mixture is cooled, diluted with water (6 1.) and extracted with ether (3 × 2 1.). The ether extracts are combined and washed with brine (2 × `1.) and dried over anhydrous magnesium sulphate and the solvent removed by evaporation in vacuo. The residue is recrystallised from petroleum ether (... The reactants are C(=O)(O)CN(S(=O)(=O)C1=CC=C(C=C1)OC)CC(=O)O ([Carboxymethyl(4-methoxybenzenesulfonyl)amino]acetic acid), N1CCOCC1 (morpholine). Solvent: C(C)(=O)OC(C)=O (acetic anhydride), C(C)(=O)OC(C)=O (acetic anhydride). Reaction conditions: time 8 hour. Product: COC1=CC=C(C=C1)S(=O)(=O)N(CC(=O)N1CCOCC1)CC(=O)O ([(4-methoxybenzenesulfonyl)(2-morpholin-4-yl-2-oxoethyl)amino]acetic acid). RXN SMILES: [C:1]([CH2:4][N:5]([CH2:17][C:18]([OH:20])=[O:19])[S:6]([C:9]1[CH:14]=[CH:13][C:12]([O:15][CH3:16])=[CH:11][CH:10]=1)(=[O:8])=[O:7])([OH:3])=O.[NH:21]1[CH2:26][CH2:25][O:24][CH2:23][CH2:22]1>C(OC(=O)C)(=O)C>[CH3:16][O:15][C:12]1[CH:13]=[CH:14][C:9]([S:6]([N:5]([CH2:17][C:18]([OH:20])=[O:19])[CH2:4][C:1]([N:21]2[CH2:26][CH2:25][O:24][CH2:23][CH2:22]2)=[O:3])(=[O:8])=[O:7])=[CH:10][CH:11]=1. Procedure: [Carboxymethyl(4-methoxybenzenesulfonyl)amino]acetic acid (0.5 grams, 1.65 mmol) in acetic anhydride (15 mL) was dissolved in acetic anhydride by gentle warming. The resulting solution was stirred at room temperature overnight. The acetic anhydride was removed by evaporation under vacuum; the residue was dissolved in methylene chloride and morpholine (0.16 mL, 1.82 mmol) was added. The mixture was stirred overnight at room temperature and then concentrated under vacuum. The residue was dissolved... The reactants are COCCOC, Sc1ccc(Cl)cc1, CCOC(=O)C(Cl)C(C)=O, [Na+], O, O=C([O-])O. Product: CCOC(=O)C(Sc1ccc(Cl)cc1)C(C)=O. RXN SMILES: [CH3:25][O:26][CH2:27][CH2:28][O:29][CH3:30].[Cl:16][c:17]1[cH:18][cH:19][c:20]([SH:23])[cH:21][cH:22]1.[Cl:1][CH:2]([C:3](=[O:4])[O:5][CH2:6][CH3:7])[C:8](=[O:9])[CH3:10].[Na+:11].[OH2:24].[OH:12][C:13](=[O:14])[O-:15]>>[CH:2]([C:3](=[O:4])[O:5][CH2:6][CH3:7])([C:8](=[O:9])[CH3:10])[S:23][c:20]1[cH:19][cH:18][c:17]([Cl:16])[cH:22][cH:21]1. The reactants are C(C1=CC=CC=C1)N1CC(C(CC1)=O)C (1-benzyl-3-methyl-4-oxopiperidine), O (water), BrC1=CC(=CC=2C=COC21)F (7-bromo-5-fluorobenzofuran), [Mg] (magnesium). Run in O1CCCC1 (tetrahydrofuran), ClCCl (dichloromethane), C(C)OCC (diethyl ether). Product: C(C1=CC=CC=C1)N1CC(C(CC1)(C1=CC(=CC=2C=COC21)F)O)C (1-benzyl-3-methyl-4-hydroxy-4-(5-fluorobenzofur-7-yl)piperidine). The yield is 77.1%. RXN SMILES: Br[C:2]1[C:10]2[O:9][CH:8]=[CH:7][C:6]=2[CH:5]=[C:4]([F:11])[CH:3]=1.[Mg].[CH2:13]([N:20]1[CH2:25][CH2:24][C:23](=[O:26])[CH:22]([CH3:27])[CH2:21]1)[C:14]1[CH:19]=[CH:18][CH:17]=[CH:16][CH:15]=1.O>C(OCC)C.O1CCCC1.ClCCl>[CH2:13]([N:20]1[CH2:25][CH2:24][C:23]([OH:26])([C:2]2[C:10]3[O:9][CH:8]=[CH:7][C:6]=3[CH:5]=[C:4]([F:11])[CH:3]=2)[CH:22]([CH3:27])[CH2:21]1)[C:14]1[CH:15]=[CH:16][CH:17]=[CH:18][CH:19]=1. Reported procedure: A mixture of 6.0 gm (27.9 mMol) 7-bromo-5-fluorobenzofuran and 0.70 gm (28.8 mMol) magnesium in 75 mL diethyl ether was heated at reflux for 30 minutes. To this mixture was then added a solution of 6.3 gm (31 mMol) 1-benzyl-3-methyl-4-oxopiperidine in 30 mL tetrahydrofuran dropwise over 15 minutes. The resulting mixture was heated at reflux for about 24 hours. The reaction mixture was cooled to room temperature and poured into 100 mL water. The resulting emulsion was diluted with 500 mL dichloro... The reactants are CS(C)=O, C[S+](C)(C)=O, O=C1CCN(c2cc(Cl)ncn2)CC1, [H-], [I-], [Na+]. Product: Clc1cc(N2CCC3(CC2)CO3)ncn1. As a reaction SMILES: [CH3:23][S:24]([CH3:25])=[O:26].[CH3:2][S+:3]([CH3:4])([CH3:5])=[O:6].[Cl:9][c:10]1[cH:11][c:12]([N:16]2[CH2:17][CH2:18][C:19](=[O:22])[CH2:20][CH2:21]2)[n:13][cH:14][n:15]1.[H-:7].[I-:1].[Na+:8]>>[CH2:2]1[C:19]2([CH2:18][CH2:17][N:16]([c:12]3[cH:11][c:10]([Cl:9])[n:15][cH:14][n:13]3)[CH2:21][CH2:20]2)[O:22]1. The reactants are FC1CN(C1)C1=NC=C(C(=N1)CN1C(O[C@@H]([C@@H]1C)C1=CC(=CC(=C1)C(F)(F)F)F)=O)C=1C=C(C=NC1OC)C1=C(C=C(C(=O)OC)C=C1C)C (methyl 4-{5-[2-(3-fluoroazetidin-1-yl)-4-({(4S,5R)-5-[3-fluoro-5-(trifluoromethyl)phenyl]-4-methyl-2-oxo-1,3-oxazolidin-3-yl}methyl)pyrimidin-5-yl]-6-methoxypyridin-3-yl}-3,5-dimethylbenzoate), [OH-].[Li+] (lithium hydroxide), C(=O)(C(F)(F)F)O (TFA). Solvent: O1CCOCC1 (dioxane). Run at temperature 60 celsius. Product: FC1CN(C1)C1=NC=C(C(=N1)CN1C(O[C@@H]([C@@H]1C)C1=CC(=CC(=C1)C(F)(F)F)F)=O)C=1C=C(C=NC1OC)C1=C(C=C(C(=O)O)C=C1C)C (4-{5-[2-(3-fluoroazetidin-1-yl)-4-({(4S,5R)-5-[3-fluoro-5-(trifluoromethyl)phenyl]-4-methyl-2-oxo-1,3-oxazolidin-3-yl}methyl)pyrimidin-5-yl]-6-methoxypyridin-3-yl}-3,5-dimethylbenzoic acid). The yield is 75.4%. As a reaction SMILES: [F:1][CH:2]1[CH2:5][N:4]([C:6]2[N:11]=[C:10]([CH2:12][N:13]3[C@@H:17]([CH3:18])[C@@H:16]([C:19]4[CH:24]=[C:23]([C:25]([F:28])([F:27])[F:26])[CH:22]=[C:21]([F:29])[CH:20]=4)[O:15][C:14]3=[O:30])[C:9]([C:31]3[CH:32]=[C:33]([C:39]4[C:48]([CH3:49])=[CH:47][C:42]([C:43]([O:45]C)=[O:44])=[CH:41][C:40]=4[CH3:50])[CH:34]=[N:35][C:36]=3[O:37][CH3:38])=[CH:8][N:7]=2)[CH2:3]1.[OH-].[Li+].C(O)(C(F)(F)F)=O>O1CCOCC1>[F:1][CH:2]1[CH2:5][N:4]([C:6]2[N:11]=[C:10]([CH2:12][N:13]3[C@@H:17]([CH3:18])[C@@H:16]([C:19]4[CH:24]=[C:23]([C:25]([F:27])([F:26])[F:28])[CH:22]=[C:21]([F:29])[CH:20]=4)[O:15][C:14]3=[O:30])[C:9]([C:31]3[CH:32]=[C:33]([C:39]4[C:40]([CH3:50])=[CH:41][C:42]([C:43]([OH:45])=[O:44])=[CH:47][C:48]=4[CH3:49])[CH:34]=[N:35][C:36]=3[O:37][CH3:38])=[CH:8][N:7]=2)[CH2:3]1 |f:1.2|. Reported procedure: To a stirred solution of methyl 4-{5-[2-(3-fluoroazetidin-1-yl)-4-({(4S,5R)-5-[3-fluoro-5-(trifluoromethyl)phenyl]-4-methyl-2-oxo-1,3-oxazolidin-3-yl}methyl)pyrimidin-5-yl]-6-methoxypyridin-3-yl}-3,5-dimethylbenzoate (Step A, 82 mg, 0.118 mmol) in dioxane (2.4 mL) was added an aqueous solution of lithium hydroxide (1.2 mL, 0.5 M). The mixture was heated at 60° C. for one hour. The reaction mixture was cooled and acidified by the addition of TFA (0.090 mL, 1.17 mmol). Volatiles were removed under...